This data is from the Open Reaction Database (ORD), a public repository of structured organic reaction records. The task is: describe an organic reaction: reactants, conditions, products, and yield Starting materials: [N+](=O)([O-])C1=C(C=C(C=C1)C=1SC=CC1)NC(C1=CC=C(C=C1)C1=NN=NN1)=O (N-(2-Nitro-5-(thiophen-2-yl)phenyl)-4-(1H-tetrazol-5-yl)benzamide), C(C)(=O)OCCN1C(=NC2=C1C=CC(=C2)C(NC2=C(C=CC(=C2)C=2SC=CC2)[N+](=O)[O-])=O)C (2-(5-(2-Nitro-5-(thiophen-2-yl)phenylcarbamoyl)-2-methyl-1H-benzo[d]imidazol-1-yl)ethyl acetate), CO (methanol). The solvent is C(C)(=O)OCC (ethyl acetate). The product is C(C)(=O)OCCN1C(=NC2=C1C=CC(=C2)C(NC2=C(C=CC(=C2)C=2SC=CC2)N)=O)C (2-(5-((2-Amino-5-(thiophen-2-yl)phenyl)carbamoyl)-2-methyl-1H-benzo[d]imidazol-1-yl)ethyl acetate). Yield: 96.0%. RXN SMILES: [N+](C1C=CC(C2SC=CC=2)=CC=1NC(=O)C1C=CC(C2NN=NN=2)=CC=1)([O-])=O.[C:29]([O:32][CH2:33][CH2:34][N:35]1[C:39]2[CH:40]=[CH:41][C:42]([C:44](=[O:60])[NH:45][C:46]3[CH:51]=[C:50]([C:52]4[S:53][CH:54]=[CH:55][CH:56]=4)[CH:49]=[CH:48][C:47]=3[N+:57]([O-])=O)=[CH:43][C:38]=2[N:37]=[C:36]1[CH3:61])(=[O:31])[CH3:30].CO>C(OCC)(=O)C>[C:29]([O:32][CH2:33][CH2:34][N:35]1[C:39]2[CH:40]=[CH:41][C:42]([C:44](=[O:60])[NH:45][C:46]3[CH:51]=[C:50]([C:52]4[S:53][CH:54]=[CH:55][CH:56]=4)[CH:49]=[CH:48][C:47]=3[NH2:57])=[CH:43][C:38]=2[N:37]=[C:36]1[CH3:61])(=[O:31])[CH3:30]. Reported procedure: Following the same procedure as described in Example 48, step 3 (scheme 36) but substituting compound 171 for the compound 307 and using ethyl acetate as a solvent instead of methanol, the title compound 308 was obtained in 96% yield. 1H NMR: (DMSO) δ (ppm): 9.70 (s, 1H), 8.23 (s, 1H), 7.87 (dd; J=1.0, 8.4 Hz; 1H); 7.62 (d, J=8.4 Hz; 1H), 7.48 (d; J=2.0 Hz; 1H); 7.34 (dd; J=0.8, 4.8 Hz; 1H); 7.28 (dd; J=2.0, 8.0 Hz; 1H); 7.23 (dd; J=0.8, 3.6 Hz; 1H); 7.03 (dd; J=1.2, 4.8 Hz; 1H); 6.81 (d; J=8.0 ... The reactants are ClC1=C(C=C(C=C1)N1C(N(C(=CC1=O)C(F)(F)F)C)=O)C=O (3-[4-chloro-3-formylphenyl]-2,4-dioxo-1-methyl-6-trifluoromethyl-1,2,3,4-tetrahydropyrimidine), C(CCO)O (1,3-propanediol), C1(=CC=C(C=C1)S(=O)(=O)O)C (p-toluenesulfonic acid). Solvent: ClCCl (dichloromethane). The product is ClC1=C(C=C(C=C1)N1C(N(C(=CC1=O)C(F)(F)F)C)=O)C1OCCCO1 (3-[4-Chloro-3-(1,3-dioxan-2-yl)-phenyl]-2,4-dioxo-1-methyl-6-trifluoromethyl-1,2,3,4-tetrahydropyrimidine). Reaction SMILES: [Cl:1][C:2]1[CH:7]=[CH:6][C:5]([N:8]2[C:13](=[O:14])[CH:12]=[C:11]([C:15]([F:18])([F:17])[F:16])[N:10]([CH3:19])[C:9]2=[O:20])=[CH:4][C:3]=1[CH:21]=[O:22].[CH2:23](O)[CH2:24][CH2:25][OH:26].C1(C)C=CC(S(O)(=O)=O)=CC=1>ClCCl>[Cl:1][C:2]1[CH:7]=[CH:6][C:5]([N:8]2[C:13](=[O:14])[CH:12]=[C:11]([C:15]([F:18])([F:16])[F:17])[N:10]([CH3:19])[C:9]2=[O:20])=[CH:4][C:3]=1[CH:21]1[O:26][CH2:25][CH2:24][CH2:23][O:22]1. Procedure: A solution of 3.5 g of 3-[4-chloro-3-formylphenyl]-2,4-dioxo-1-methyl-6-trifluoromethyl-1,2,3,4-tetrahydropyrimidine, 0.8 g of 1,3-propanediol and 0.2 g of p-toluenesulfonic acid in 100 ml of anhydrous dichloromethane was boiled for 5 hours under a water separator. The solution was washed with 10% strength sodium bicarbonate solution and water, dried over sodium sulfate and evaporated down. The residue was chromatographed over silica gel (7:3 cyclohexane/ethyl acetate). The reactants are NC1=C(C=C(C=C1)SCCCC)[N+](=O)[O-] (1-amino-2-nitro-4-n-butylthiobenzene), Cl (hydrochloric acid), Cl (hydrochloric acid), stannous chloride. Run at time 10 minute. The product is NC1=C(C=C(C=C1)SCCCC)N (1,2-diamino-4-n-butylthiobenzene). As a reaction SMILES: [NH2:1][C:2]1[CH:7]=[CH:6][C:5]([S:8][CH2:9][CH2:10][CH2:11][CH3:12])=[CH:4][C:3]=1[N+:13]([O-])=O.Cl>>[NH2:1][C:2]1[CH:7]=[CH:6][C:5]([S:8][CH2:9][CH2:10][CH2:11][CH3:12])=[CH:4][C:3]=1[NH2:13]. Procedure details: 4 G. of 1-amino-2-nitro-4-n-butylthiobenzene is treated in 12 ml. concentrated hydrochloric acid with a solution of 24 g. stannous chloride in 12 ml. concentrated hydrochloric acid. The mixture is kept on the steam bath for 10 minutes, then cooled and the gummy product is washed with 12 ml. 6N hydrochloric acid. The salt is dissolved in water, treated with sodium hydroxide, and the mixture extracted with chloroform. Evaporation of the extracts followed by crystallation of the crude product from ... Reactants: ClC=1C=C2C=CC=NC2=C(C1)[N+](=O)[O-] (6-chloro-8-nitroquinoline), [NH4+].[Cl-] (NH4Cl), O (H2O). Reagents/catalysts: [Fe] (Fe). The solvent is CCO (EtOH). Reaction conditions: time 30 minute. The product is ClC=1C=C2C=CC=NC2=C(C1)N (6-Chloro-quinolin-8-ylamine). The yield is 52.0%. RXN SMILES: [Cl:1][C:2]1[CH:3]=[C:4]2[C:9](=[C:10]([N+:12]([O-])=O)[CH:11]=1)[N:8]=[CH:7][CH:6]=[CH:5]2.[NH4+].[Cl-].O>[Fe].CCO>[Cl:1][C:2]1[CH:3]=[C:4]2[C:9](=[C:10]([NH2:12])[CH:11]=1)[N:8]=[CH:7][CH:6]=[CH:5]2 |f:1.2|. Procedure details: To a solution of 6.30 g (30.3 mmol) 6-chloro-8-nitroquinoline, 14.7 g (272 mmol) NH4Cl, 120 mL H2O and 250 mL EtOH is added 5.0 g (90.6 mmol) Fe powder, and the resulting mixture is refluxed for 2.5 h. The volatiles are evaporated, and the residue is stirred in mixture of 200 mL CH2Cl2 and 300 mL water for 30 min. The resulting bi-phasic solution is filtered through celite, the layers are separated, and the aqueous layer is extracted 2×100 mL CH2Cl2. The combined organics are washed with 1×100 m... Run at temperature 0 celsius, time 30 minute. Product: BrC1=CC=C(CN2N=CN=C2)C=C1 (1-(4-Bromobenzyl)-1H-[1,2,4]triazole). As a reaction SMILES: [OH-].[K+].[NH:3]1[CH:7]=[N:6][CH:5]=[N:4]1.[Br:8][C:9]1[CH:14]=[CH:13][C:12]([CH2:15]Br)=[CH:11][CH:10]=1>CN(C=O)C>[Br:8][C:9]1[CH:14]=[CH:13][C:12]([CH2:15][N:3]2[CH:7]=[N:6][CH:5]=[N:4]2)=[CH:11][CH:10]=1 |f:0.1|. Reactants: [OH-].[K+] (KOH), N1N=CN=C1 (1,2,4-triazole), BrC1=CC=C(C=C1)CBr (1-bromo-4-bromomethyl-benzene). Procedure: DMF and KOH (3.3 g, 58 mmol) were stirred together at rt for 5 minutes before adding 1,2,4-triazole (1 g, 14.5 mmol). After a further 30 minutes, the reaction mixture was cooled to 0° C. and 1-bromo-4-bromomethyl-benzene (7.2 g, 29 mmol) was added dropwise over 5 minutes. The reaction mixture was heated to 60° C., then cooled to rt, extracted with ethyl acetate and water, and subsequently dried over K2CO3. The solvent was evaporated to yield yellow-white crystals, which, upon repeated recrystall... The yield is 17.4%. Solvent: CN(C)C=O (DMF).